Dataset: the Open Reaction Database (ORD), a public repository of structured organic reaction records. Task: describe an organic reaction: reactants, conditions, products, and yield Starting materials: N1C(CC2=CC=CC=C12)C(=O)O (indoline-2-carboxylic acid), [OH-].[Na+] (NaOH), N1(C(CC2=CC=CC=C12)C(=O)[O-])C(=O)OCC1=CC=CC=C1 (2,3-dihydro-1H-indole-1,2-dicarboxylic acid, 1-(phenylmethyl) ester), C(=O)(OCC1=CC=CC=C1)Cl (carbobenzyloxychloride), [OH-].[Na+] (NaOH). The solvent is O (water). Run at time 1 hour. The product is C1(=CC=CC=C1)COC(=O)N1C(CC2=CC=CC=C12)C(=O)N1C(CCC1)CO (2,3-dihydro-2-[[2-(hydroxymethyl)-1-pyrrolidinyl]carbonyl] 1H-Indole-1-carboxylic acid phenylmethyl ester). The yield is 51.0%. Reaction SMILES: [N:1]1([C:13]([O:15][CH2:16][C:17]2[CH:22]=[CH:21][CH:20]=[CH:19][CH:18]=2)=[O:14])[C:9]2[C:4](=[CH:5][CH:6]=[CH:7][CH:8]=2)[CH2:3][CH:2]1[C:10]([O-:12])=O.[NH:23]1[C:31]2[C:26](=CC=CC=2)[CH2:25][CH:24]1[C:32](O)=[O:33].[OH-].[Na+].C(Cl)(OCC1C=CC=CC=1)=O>O>[C:17]1([CH2:16][O:15][C:13]([N:1]2[C:9]3[C:4](=[CH:5][CH:6]=[CH:7][CH:8]=3)[CH2:3][CH:2]2[C:10]([N:23]2[CH2:31][CH2:26][CH2:25][CH:24]2[CH2:32][OH:33])=[O:12])=[O:14])[CH:22]=[CH:21][CH:20]=[CH:19][CH:18]=1 |f:2.3|. Procedure: 2,3-dihydro-1H-indole-1,2-dicarboxylic acid, 1-(phenylmethyl) ester. 10.0 g (0.0612 mol) of indoline-2-carboxylic acid was added to 100 ml of water and 1N NaOH was added to the solution until the pH was 8.0. To the resulting solution, 9.10 ml (0.0637 mol) carbobenzyloxychloride was added dropwise. The reaction mixture was stirred for 1 hour at room temperature while keeping the pH between 7.5 and 8.5 with addition of 1N NaOH. The mixture was then extracted with ether and the ether extracts disca... Reactants: C(=O)([O-])[O-].[K+].[K+] (K2CO3), BrC=1C(=NN2C1N=C(C(=C2Cl)C(C(=O)OC)OC(C)(C)C)C)C2=CC=CC=C2 (methyl 2-(3-bromo-7-chloro-5-methyl-2-phenylpyrazolo[1,5-a]pyrimidin-6-yl)-2-(tert-butoxy)acetate), FC=1C=C(C(=C2CCCOC12)C)B1OC(C(O1)(C)C)(C)C (2-(8-fluoro-5-methylchroman-6-yl)-4,4,5,5-tetramethyl-1,3,2-dioxaborolane). Reagents/catalysts: C=1C=CC(=CC1)[P](C=2C=CC=CC2)(C=3C=CC=CC3)[Pd]([P](C=4C=CC=CC4)(C=5C=CC=CC5)C=6C=CC=CC6)([P](C=7C=CC=CC7)(C=8C=CC=CC8)C=9C=CC=CC9)[P](C=1C=CC=CC1)(C=1C=CC=CC1)C=1C=CC=CC1 (tetrakis(triphenylphosphine)palladium(0)). Solvent: CN(C)C=O (DMF). Reaction conditions: temperature 110 celsius. Product: BrC=1C(=NN2C1N=C(C(=C2C=2C(=C1CCCOC1=C(C2)F)C)C(C(=O)OC)OC(C)(C)C)C)C2=CC=CC=C2 (Methyl 2-(3-bromo-7-(8-fluoro-5-methylchroman-6-yl)-5-methyl-2-phenylpyrazolo[1,5-a]pyrimidin-6-yl)-2-(tert-butoxy)acetate). Isolated yield 9.4%. Reaction SMILES: [Br:1][C:2]1[C:3]([C:23]2[CH:28]=[CH:27][CH:26]=[CH:25][CH:24]=2)=[N:4][N:5]2[C:10](Cl)=[C:9]([CH:12]([O:17][C:18]([CH3:21])([CH3:20])[CH3:19])[C:13]([O:15][CH3:16])=[O:14])[C:8]([CH3:22])=[N:7][C:6]=12.[F:29][C:30]1[CH:31]=[C:32](B2OC(C)(C)C(C)(C)O2)[C:33]([CH3:40])=[C:34]2[C:39]=1[O:38][CH2:37][CH2:36][CH2:35]2.C([O-])([O-])=O.[K+].[K+]>C1C=CC([P]([Pd]([P](C2C=CC=CC=2)(C2C=CC=CC=2)C2C=CC=CC=2)([P](C2C=CC=CC=2)(C2C=CC=CC=2)C2C=CC=CC=2)[P](C2C=CC=CC=2)(C2C=CC=CC=2)C2C=CC=CC=2)(C2C=CC=CC=2)C2C=CC=CC=2)=CC=1.CN(C=O)C>[Br:1][C:2]1[C:3]([C:23]2[CH:28]=[CH:27][CH:26]=[CH:25][CH:24]=2)=[N:4][N:5]2[C:10]([C:32]3[C:33]([CH3:40])=[C:34]4[C:39](=[C:30]([F:29])[CH:31]=3)[O:38][CH2:37][CH2:36][CH2:35]4)=[C:9]([CH:12]([O:17][C:18]([CH3:21])([CH3:20])[CH3:19])[C:13]([O:15][CH3:16])=[O:14])[C:8]([CH3:22])=[N:7][C:6]=12 |f:2.3.4,^1:59,61,80,99|. Procedure details: To a 2-5 ml microwave tube was added methyl 2-(3-bromo-7-chloro-5-methyl-2-phenylpyrazolo[1,5-a]pyrimidin-6-yl)-2-(tert-butoxy)acetate (290 mg, 0.621 mmol), tetrakis(triphenylphosphine)palladium(0) (71.8 mg, 0.062 mmol), 2-(8-fluoro-5-methylchroman-6-yl)-4,4,5,5-tetramethyl-1,3,2-dioxaborolane (200 mg, 0.683 mmol), DMF (2 mL) followed by 2M K2CO3 solution (200 μl). The reaction mixture was heated in a microwave reactor at 110° C. for 40 min. The reaction mixture was filtered and the filtrate was...